The task is: describe an organic reaction: reactants, conditions, products, and yield. This data is from the Open Reaction Database (ORD), a public repository of structured organic reaction records. Starting materials: ClC1=CC=C(CNCC)C=C1 (N-(4-chlorobenzyl)-N-ethylamine), COC(=O)C1=C(C=CC=C1)SCCC1=CC=C(OCC(=O)O)C=C1 ([4-(2-{[2-(Methoxycarbonyl)phenyl]thio}ethyl)phenoxy]acetic acid), F[B-](F)(F)F.N1(N=NC2=C1C=CC=C2)OC(=[N+](C)C)N(C)C (N-[(1H-1,2,3-benzotriazol-1-yloxy)(dimethylamino)methylene]-N-methylmethanaminium tetrafluoroborate), C(C)N(C(C)C)C(C)C (N-ethyl-N,N-diisopropylamine). Solvent: CN(C)C=O (DMF), O (Water). Conditions: temperature 0 celsius, time 8 hour. The product is ClC1=CC=C(CN(C(COC2=CC=C(C=C2)CCSC2=C(C(=O)OC)C=CC=C2)=O)CC)C=C1 (methyl 2-{[2-(4-{2-[(4-chlorobenzyl)(ethyl)amino]-2-oxoethoxy}phenyl)ethyl]thio}benzoate). Yield: 29.6%. Reaction SMILES: [CH3:1][O:2][C:3]([C:5]1[CH:10]=[CH:9][CH:8]=[CH:7][C:6]=1[S:11][CH2:12][CH2:13][C:14]1[CH:24]=[CH:23][C:17]([O:18][CH2:19][C:20]([OH:22])=O)=[CH:16][CH:15]=1)=[O:4].[Cl:25][C:26]1[CH:35]=[CH:34][C:29]([CH2:30][NH:31][CH2:32][CH3:33])=[CH:28][CH:27]=1.F[B-](F)(F)F.N1(OC(N(C)C)=[N+](C)C)C2C=CC=CC=2N=N1.C(N(C(C)C)C(C)C)C>CN(C=O)C.O>[Cl:25][C:26]1[CH:27]=[CH:28][C:29]([CH2:30][N:31]([CH2:32][CH3:33])[C:20](=[O:22])[CH2:19][O:18][C:17]2[CH:16]=[CH:15][C:14]([CH2:13][CH2:12][S:11][C:6]3[CH:7]=[CH:8][CH:9]=[CH:10][C:5]=3[C:3]([O:2][CH3:1])=[O:4])=[CH:24][CH:23]=2)=[CH:34][CH:35]=1 |f:2.3|. Reported procedure: [4-(2-{[2-(Methoxycarbonyl)phenyl]thio}ethyl)phenoxy]acetic acid (0.200 g, 0.577 mmol) was dissolved in DMF (10 ml), N-(4-chlorobenzyl)-N-ethylamine (0.108 g, 0.635 mmol) was added and the mixture was cooled to 0° C. N-[(1H-1,2,3-benzotriazol-1-yloxy)(dimethylamino)methylene]-N-methylmethanaminium tetrafluoroborate (0.204 g, 0.635 mmol) and N-ethyl-N,N-diisopropylamine (0.157 g, 1.212 mmol) were added. The solution was stirred overnight at room temperature. Water (100 ml) was added and the water... Reactants: CC(C)S(=O)(=O)c1ccccc1Nc1nc(Cl)nc(Cl)c1C(O)c1ccccc1, ClCCl, O=[Cr](=O)([O-])O[Cr](=O)(=O)[O-], c1cc[nH+]cc1, c1cc[nH+]cc1. Product: CC(C)S(=O)(=O)c1ccccc1Nc1nc(Cl)nc(Cl)c1C(=O)c1ccccc1. As a reaction SMILES: [Cl:1][c:2]1[n:3][c:4]([NH:17][c:18]2[c:19]([S:24](=[O:25])(=[O:26])[CH:27]([CH3:28])[CH3:29])[cH:20][cH:21][cH:22][cH:23]2)[c:5]([CH:9]([OH:10])[c:11]2[cH:12][cH:13][cH:14][cH:15][cH:16]2)[c:6]([Cl:8])[n:7]1.[Cl:51][CH2:52][Cl:53].[Cr:30]([O:31][Cr:32]([O-:33])(=[O:34])=[O:35])([O-:36])(=[O:37])=[O:38].[nH+:39]1[cH:40][cH:41][cH:42][cH:43][cH:44]1.[nH+:45]1[cH:46][cH:47][cH:48][cH:49][cH:50]1>>[Cl:1][c:2]1[n:3][c:4]([NH:17][c:18]2[c:19]([S:24](=[O:25])(=[O:26])[CH:27]([CH3:28])[CH3:29])[cH:20][cH:21][cH:22][cH:23]2)[c:5]([C:9](=[O:10])[c:11]2[cH:12][cH:13][cH:14][cH:15][cH:16]2)[c:6]([Cl:8])[n:7]1. Starting materials: COC(CCBr)OC, O=C([O-])[O-], Cc1n[nH]c(=O)n(C(=O)c2ccccc2)c1=O, CN(C)C=O, [K+], [K+]. Product: COC(CCn1nc(C)c(=O)n(C(=O)c2ccccc2)c1=O)OC. RXN SMILES: [Br:24][CH2:25][CH2:26][CH:27]([O:28][CH3:29])[O:30][CH3:31].[C:18](=[O:19])([O-:20])[O-:21].[CH3:1][c:2]1[c:3](=[O:17])[n:4]([C:9](=[O:10])[c:11]2[cH:12][cH:13][cH:14][cH:15][cH:16]2)[c:5](=[O:8])[nH:6][n:7]1.[CH3:32][N:33]([CH3:34])[CH:35]=[O:36].[K+:22].[K+:23]>>[CH3:1][c:2]1[c:3](=[O:17])[n:4]([C:9](=[O:10])[c:11]2[cH:12][cH:13][cH:14][cH:15][cH:16]2)[c:5](=[O:8])[n:6]([CH2:25][CH2:26][CH:27]([O:28][CH3:29])[O:30][CH3:31])[n:7]1. Reactants: C(C)(C)(C)OC(=O)N1C(C2(C(NC(CC2C2=CC(=CC=C2)Cl)=O)C2=C(C=CC(=C2)F)CBr)C2=CC=C(C=C12)Cl)=O (racemic (2′R,3R,4′S)-2′-(2-bromomethyl-5-fluoro-phenyl)-6-chloro-4′-(3-chlorophenyl)-2,3-dihydro-2,6′-dioxo-spiro[indole-3,3′-piperidine]-1-carboxylic acid tert-butyl ester), C(=O)([O-])[O-].[K+].[K+] (K2CO3), CS(=O)(=O)N1CCNCC1 (1-methanesulfonyl-piperazine). The solvent is C(C)#N (acetonitrile). Run at time 30 minute. Product: ClC1=CC=C2C(=C1)NC([C@@]21[C@H](NC(C[C@H]1C1=CC(=CC=C1)Cl)=O)C1=C(C=CC(=C1)F)CN1CCN(CC1)S(=O)(=O)C)=O ((2′R,3R,4′S)-6-chloro-4′-(3-chlorophenyl)-2′-[5-fluoro-2-(4-methanesulfonyl-piperazin-1-yl)methyl-phenyl]-spiro[3H-indole-3,3′-piperidine]-2,6′(1H)-dione). The yield is 17.2%. As a reaction SMILES: C(OC([N:8]1[C:38]2[C:33](=[CH:34][CH:35]=[C:36]([Cl:39])[CH:37]=2)[C:10]2([CH:15]([C:16]3[CH:21]=[CH:20][CH:19]=[C:18]([Cl:22])[CH:17]=3)[CH2:14][C:13](=[O:23])[NH:12][CH:11]2[C:24]2[CH:29]=[C:28]([F:30])[CH:27]=[CH:26][C:25]=2[CH2:31]Br)[C:9]1=[O:40])=O)(C)(C)C.C([O-])([O-])=O.[K+].[K+].[CH3:47][S:48]([N:51]1[CH2:56][CH2:55][NH:54][CH2:53][CH2:52]1)(=[O:50])=[O:49]>C(#N)C>[Cl:39][C:36]1[CH:37]=[C:38]2[NH:8][C:9](=[O:40])[C@:10]3([C@H:15]([C:16]4[CH:21]=[CH:20][CH:19]=[C:18]([Cl:22])[CH:17]=4)[CH2:14][C:13](=[O:23])[NH:12][C@@H:11]3[C:24]3[CH:29]=[C:28]([F:30])[CH:27]=[CH:26][C:25]=3[CH2:31][N:54]3[CH2:55][CH2:56][N:51]([S:48]([CH3:47])(=[O:50])=[O:49])[CH2:52][CH2:53]3)[C:33]2=[CH:34][CH:35]=1 |f:1.2.3|. Procedure details: To a solution of racemic (2′R,3R,4′S)-2′-(2-bromomethyl-5-fluoro-phenyl)-6-chloro-4′-(3-chlorophenyl)-2,3-dihydro-2,6′-dioxo-spiro[indole-3,3′-piperidine]-1-carboxylic acid tert-butyl ester (30 mg, 0.046 mmol) prepared in example 164b in acetonitrile (5 mL) was added K2CO3 (13 mg, 0.094 mmol) and 1-methanesulfonyl-piperazine (15 mg, 0.094 mmol). The mixture was refluxed for 2 h, concentrated. The residue was dissolved in trifluoroacetic acid and stirred at room temperature for 30 min, then conce... Reactants: O=C([O-])[O-], COC(=O)c1cc2[nH]cnc2c(Cl)c1Nc1ccc(Br)cc1Cl, CN(C)C=O, CCOC(C)=O, CI, [K+], [K+]. The product is COC(=O)c1cc2c(ncn2C)c(Cl)c1Nc1ccc(Br)cc1Cl. RXN SMILES: [C:24](=[O:25])([O-:26])[O-:27].[CH3:1][O:2][C:3](=[O:4])[c:5]1[cH:6][c:7]2[c:8]([n:9][cH:10][nH:11]2)[c:12]([Cl:23])[c:13]1[NH:14][c:15]1[c:16]([Cl:22])[cH:17][c:18]([Br:21])[cH:19][cH:20]1.[CH3:32][N:33]([CH3:34])[CH:35]=[O:36].[CH3:37][CH2:38][O:39][C:40]([CH3:41])=[O:42].[I:30][CH3:31].[K+:28].[K+:29]>>[CH3:1][O:2][C:3](=[O:4])[c:5]1[cH:6][c:7]2[c:8]([n:9][cH:10][n:11]2[CH3:24])[c:12]([Cl:23])[c:13]1[NH:14][c:15]1[c:16]([Cl:22])[cH:17][c:18]([Br:21])[cH:19][cH:20]1. The reactants are C(CCCC)C1CCC(CC1)O (4-Pentyl-cyclohexanol), O1CCCC1 (tetrahydrofuran), OC=1C=C2C=CC(=CC2=CC1)[C@]1(NC(OC1)=O)C ((R)-4-(6-hydroxynaphthalen-2-yl)-4-methyloxazolidin-2-one), C1(=CC=CC=C1)P(C1=CC=CC=C1)C1=CC=CC=C1 (triphenylphosphine), N(=NC(=O)OCC)C(=O)OCC (Diethyl Azodicarboxylate), C1(=CC=CC=C1)C (toluene), CCOC(=O)/N=N/C(=O)OCC (DEAD). The product is C[C@@]1(NC(OC1)=O)C1=CC2=CC=C(C=C2C=C1)OC1CCC(CC1)CCCCC ((R)-4-Methyl-4-[6-(4-pentyl-cyclohexyloxy)-naphthalen-2-yl]-oxazolidin-2-one). RXN SMILES: [CH2:1]([CH:6]1[CH2:11][CH2:10][CH:9]([OH:12])[CH2:8][CH2:7]1)[CH2:2][CH2:3][CH2:4][CH3:5].O1CCCC1.O[C:19]1[CH:20]=[C:21]2[C:26](=[CH:27][CH:28]=1)[CH:25]=[C:24]([C@:29]1([CH3:35])[CH2:33][O:32][C:31](=[O:34])[NH:30]1)[CH:23]=[CH:22]2.C1(P(C2C=CC=CC=2)C2C=CC=CC=2)C=CC=CC=1.N(C(OCC)=O)=NC(OCC)=O.C1(C)C=CC=CC=1.CCOC(/N=N/C(OCC)=O)=O>>[CH3:35][C@@:29]1([C:24]2[CH:23]=[CH:22][C:21]3[C:26](=[CH:27][CH:28]=[C:19]([O:12][CH:9]4[CH2:8][CH2:7][CH:6]([CH2:1][CH2:2][CH2:3][CH2:4][CH3:5])[CH2:11][CH2:10]4)[CH:20]=3)[CH:25]=2)[CH2:33][O:32][C:31](=[O:34])[NH:30]1. Procedure: In a 40 mL vial, 4-Pentyl-cyclohexanol (1144.4 mg, 0.0067202 mol) was diluted with tetrahydrofuran (30.0 mL, 0.370 mol, Acros) and subsequently (R)-4-(6-hydroxynaphthalen-2-yl)-4-methyloxazolidin-2-one (1.4924 g, 0.0061350 mol) and triphenylphosphine (2105.5 mg, 0.0080275 mol) were added and the mixture was stirred. Diethyl Azodicarboxylate in toluene (2.6 mL, 0.0086326 mol, Aldrich) was added, and the mixture was then stirred at room temperature for 38 h. The reaction mixture was evaporated to ... Starting materials: [C-]#N, CC(O)(CCO)c1ccc(-c2ccc(F)cc2)cc1, [K+], CN(C)C=O, O, O=S(=O)(O)c1ccccc1. Yields the product CC(O)(CCC#N)c1ccc(-c2ccc(F)cc2)cc1. RXN SMILES: [C-:1]#[N:2].[F:19][c:20]1[cH:21][cH:22][c:23](-[c:26]2[cH:27][cH:28][c:29]([C:32]([CH2:33][CH2:34][OH:35])([CH3:36])[OH:37])[cH:30][cH:31]2)[cH:24][cH:25]1.[K+:3].[O:4]=[CH:5][N:6]([CH3:7])[CH3:8].[OH2:38].[c:9]1([S:10]([OH:11])(=[O:12])=[O:13])[cH:14][cH:15][cH:16][cH:17][cH:18]1>>[N:6]#[C:8][CH2:34][CH2:33][C:32]([c:29]1[cH:28][cH:27][c:26](-[c:23]2[cH:22][cH:21][c:20]([F:19])[cH:25][cH:24]2)[cH:31][cH:30]1)([CH3:36])[OH:37]. Starting materials: ClCCCl, O=C(O)COCc1ccccc1, CN1CCOCC1, CCOC(C)=O, Nc1cccc(C(F)(F)F)c1, CN(C)C=O, On1nnc2ccccc21. Product: O=C(COCc1ccccc1)Nc1cccc(C(F)(F)F)c1. Reaction SMILES: [CH2:13]([Cl:14])[CH2:15][Cl:16].[CH2:1]([c:2]1[cH:3][cH:4][cH:5][cH:6][cH:7]1)[O:8][CH2:9][C:10](=[O:11])[OH:12].[CH3:27][N:28]1[CH2:29][CH2:30][O:31][CH2:32][CH2:33]1.[CH3:45][CH2:46][O:47][C:48]([CH3:49])=[O:50].[F:34][C:35]([c:36]1[cH:37][c:38]([NH2:39])[cH:40][cH:41][cH:42]1)([F:43])[F:44].[O:51]=[CH:52][N:53]([CH3:54])[CH3:55].[OH:17][n:18]1[c:19]2[c:20]([cH:21][cH:22][cH:23][cH:24]2)[n:25][n:26]1>>[CH2:1]([c:2]1[cH:3][cH:4][cH:5][cH:6][cH:7]1)[O:8][CH2:9][C:10](=[O:12])[NH:39][c:38]1[cH:37][c:36]([C:35]([F:34])([F:43])[F:44])[cH:42][cH:41][cH:40]1. RXN SMILES: [OH:1][C:2]1[CH:3]=[C:4]([CH:12]=[CH:13][C:14]([C:16]2[CH:21]=[CH:20][CH:19]=[CH:18][CH:17]=2)=[O:15])[CH:5]=[C:6]([N+:9]([O-:11])=[O:10])[C:7]=1[OH:8]>C(OC(=O)C)(=O)C>[C:2]([O:1][C:2]1[CH:3]=[C:4]([CH:12]=[CH:13][C:14]([C:16]2[CH:21]=[CH:20][CH:19]=[CH:18][CH:17]=2)=[O:15])[CH:5]=[C:6]([N+:9]([O-:11])=[O:10])[C:7]=1[O:8][C:14](=[O:15])[CH3:13])(=[O:1])[CH3:7]. Reactants: OC=1C=C(C=C(C1O)[N+](=O)[O-])C=CC(=O)C1=CC=CC=C1 (3-(3,4-Dihydroxy-5-nitrophenyl)-1-phenylprop-2-en-1-one). The product is C(C)(=O)OC=1C=C(C=C(C1OC(C)=O)[N+](=O)[O-])C=CC(=O)C1=CC=CC=C1 (3-(3,4-Diacetoxy-5-nitrophenyl)-1-phenylprop-2-en-1-one). Reported procedure: A solution containing 1.0 g of the product obtained in Example 8 in 5.0 ml of acetic anhydride was refluxed for 2 h. After cooling the product was filtered and washed with ether. Yield 0.73 g (68%), m.p. 183°-185° C. Solvent: C(C)(=O)OC(C)=O (acetic anhydride).